The task is: describe an organic reaction: reactants, conditions, products, and yield. This data is from the Open Reaction Database (ORD), a public repository of structured organic reaction records. Reactants: C1CCOC1, C[Si](C)(C)[N-][Si](C)(C)C, CCOCC, CC(C)(C)C(=O)OCCl, Cc1c(-c2cccnc2)[nH]c2ccc(Cl)cc12, Cl, Cl, [K+]. The product is Cc1c(-c2cccnc2)n(COC(=O)C(C)(C)C)c2ccc(Cl)cc12. RXN SMILES: [CH2:44]1[O:45][CH2:46][CH2:47][CH2:48]1.[CH3:20][Si:21]([N-:22][Si:23]([CH3:24])([CH3:25])[CH3:26])([CH3:27])[CH3:28].[CH3:39][CH2:40][O:41][CH2:42][CH3:43].[Cl:29][CH2:30][O:31][C:32]([C:33]([CH3:34])([CH3:35])[CH3:36])=[O:37].[Cl:2][c:3]1[cH:4][c:5]2[c:6]([CH3:18])[c:7](-[c:12]3[cH:13][n:14][cH:15][cH:16][cH:17]3)[nH:8][c:9]2[cH:10][cH:11]1.[ClH:1].[ClH:38].[K+:19]>>[Cl:2][c:3]1[cH:4][c:5]2[c:6]([CH3:18])[c:7](-[c:12]3[cH:13][n:14][cH:15][cH:16][cH:17]3)[n:8]([CH2:30][O:31][C:32]([C:33]([CH3:34])([CH3:35])[CH3:36])=[O:37])[c:9]2[cH:10][cH:11]1. Reactants: Cl (hydrogen chloride), FC(C1=NC2=C(N1)C=CC(=C2)C(=O)O)(F)F (2-Trifluoromethyl-1H-benzimidazole-5-carboxylic acid), CO (methanol). Reported procedure: Gaseous hydrogen chloride is passed through a solution of 59.7 g (0.241 mol) of 14a in 1,000 ml of methanol for 2 hours, simultaneously boiling under reflux. The methanol is then removed by distillation, and the residue is dissolved in ethyl acetate/water and the pH is adjusted to 7 with 2N solution hydroxide solution. The ethyl acetate phase is separated off, the aqueous phase is extracted twice with ethyl acetate, and the organic phase is washed with sodium chloride solution, dried over Na2SO4... Product: FC(C1=NC2=C(N1)C=CC(=C2)C(=O)OC)(F)F (Methyl 2-trifluoromethyl-1H-benzimidazole-5-carboxylate). Reaction SMILES: Cl.[F:2][C:3]([F:17])([F:16])[C:4]1[NH:8][C:7]2[CH:9]=[CH:10][C:11]([C:13]([OH:15])=[O:14])=[CH:12][C:6]=2[N:5]=1.[CH3:18]O>>[F:17][C:3]([F:2])([F:16])[C:4]1[NH:8][C:7]2[CH:9]=[CH:10][C:11]([C:13]([O:15][CH3:18])=[O:14])=[CH:12][C:6]=2[N:5]=1. Reactants: [N-]=[N+]=[N-].[Na+] (sodium azide), C(C)O (ethanol), S(=O)(=O)(C1=CC=C(C)C=C1)Cl (tosyl chloride), C(C)O (ethanol). Run at temperature 45 celsius, time 2.5 hour. The product is C1(=CC=C(C=C1)S(=O)(=O)N=[N+]=[N-])C (p-toluenesulfonyl azide). Procedure details: 71.5 g of sodium azide was dissolved in 200 mL of water and mixed with 400 mL of 90% ethanol in a 2 L Erlenmeyer flask. To this solution, 1 L of a 99% ethanol solution containing 190.5 g of tosyl chloride heated to 45° C., was added with stirring, and stirring was continued at room temperature for 2.5 hours. From the reaction mixture, ethanol was evaporated under reduced pressure, and to the residue, 1.2 L of water was added, whereupon an oily azide was separated by means of a separatory funnel,... Yield: 81.2%. Solvent: O (water). As a reaction SMILES: [N-:1]=[N+:2]=[N-:3].[Na+].C(O)C.[S:8](Cl)([C:11]1[CH:17]=[CH:16][C:14]([CH3:15])=[CH:13][CH:12]=1)(=[O:10])=[O:9]>O>[C:14]1([CH3:15])[CH:16]=[CH:17][C:11]([S:8]([N:1]=[N+:2]=[N-:3])(=[O:10])=[O:9])=[CH:12][CH:13]=1 |f:0.1|. The reactants are CCN(C(C)C)C(C)C, CON=C(C)CN1C(=O)c2ccccc2C1=O, CO, Clc1ncnc2nc[nH]c12, NN, O, O. Yields the product CON=C(C)CNc1ncnc2nc[nH]c12. RXN SMILES: [CH2:31]([N:32]([CH:33]([CH3:34])[CH3:35])[CH:36]([CH3:37])[CH3:38])[CH3:39].[CH3:1][O:2][N:3]=[C:4]([CH2:5][N:6]1[C:7](=[O:8])[c:9]2[cH:10][cH:11][cH:12][cH:13][c:14]2[C:15]1=[O:16])[CH3:17].[CH3:40][OH:41].[Cl:21][c:22]1[c:23]2[nH:24][cH:25][n:26][c:27]2[n:28][cH:29][n:30]1.[NH2:19][NH2:20].[OH2:18].[OH2:42]>>[CH3:1][O:2][N:3]=[C:4]([CH2:5][NH:6][c:22]1[c:23]2[nH:24][cH:25][n:26][c:27]2[n:28][cH:29][n:30]1)[CH3:17]. Reactants: S1C2=C(C=C1)C(=CC=C2)O[Si](C)(C)C(C)(C)C ((benzo[b]thiophen-4-yloxy)(tert-butyl)dimethylsilane), C(C)(C)OB(OC(C)C)OC(C)C (triisopropylborate), C(C)(C)[N-]C(C)C.[Li+] (lithium diisopropylamide), solution, ClC1=NC=C(C(=N1)Cl)C (2,4-dichloro-5-methylpyrimidine), C(=O)([O-])[O-].[Na+].[Na+] (Na2CO3). The reagents and catalysts are C1(=CC=CC=C1)P([C-]1C=CC=C1)C1=CC=CC=C1.[C-]1(C=CC=C1)P(C1=CC=CC=C1)C1=CC=CC=C1.[Fe+2] (1,1′-bis(diphenylphosphino) ferrocene), C(C)(=O)[O-].[Pd+2].C(C)(=O)[O-] (palladium(II) acetate). The solvent is C1CCOC1 (THF), CCCCCCC.C1CCOC1.C(C)C1=CC=CC=C1 (heptane THF ethylbenzene), ClCCl (dichloromethane). Run at temperature -70 celsius, time 2 hour. Product: ClC1=NC=C(C(=N1)C1=CC2=C(S1)C=CC=C2O)C (2-(2-chloro-5-methylpyrimidin-4-yl)benzo[b]thiophen-4-ol). Yield: 16.8%. RXN SMILES: [S:1]1[CH:5]=[CH:4][C:3]2[C:6]([O:10][Si](C(C)(C)C)(C)C)=[CH:7][CH:8]=[CH:9][C:2]1=2.C(OB(OC(C)C)OC(C)C)(C)C.C([N-]C(C)C)(C)C.[Li+].[Cl:39][C:40]1[N:45]=[C:44](Cl)[C:43]([CH3:47])=[CH:42][N:41]=1.C([O-])([O-])=O.[Na+].[Na+]>C1COCC1.CCCCCCC.C1COCC1.C(C1C=CC=CC=1)C.ClCCl.C1(P(C2C=CC=CC=2)[C-]2C=CC=C2)C=CC=CC=1.[C-]1(P(C2C=CC=CC=2)C2C=CC=CC=2)C=CC=C1.[Fe+2].C([O-])(=O)C.[Pd+2].C([O-])(=O)C>[Cl:39][C:40]1[N:45]=[C:44]([C:5]2[S:1][C:2]3[CH:9]=[CH:8][CH:7]=[C:6]([OH:10])[C:3]=3[CH:4]=2)[C:43]([CH3:47])=[CH:42][N:41]=1 |f:2.3,5.6.7,9.10.11,13.14.15,16.17.18|. Procedure details: To a −65° C. solution of (benzo[b]thiophen-4-yloxy)(tert-butyl)dimethylsilane (6.25 g, 23.6 mmol) and triisopropylborate (4.89 g, 26.0 mmol) in THF (60 mL) is added lithium diisopropylamide (13.0 mL of a 2 M solution in heptane/THF/ethylbenzene, 26.0 mmol) dropwise over 5 minutes. The mixture is stirred for 2 hours at −70° C., whereupon the cold bath is removed and the mixture is allowed to warm to room temperature. After 2 hours, to the mixture is then added 2,4-dichloro-5-methylpyrimidine (3.8... Starting materials: C[N+]1([O-])CCOCC1, CC#N, CCCCCC, ClCCl, OCc1cccc(I)c1. The product is O=Cc1cccc(I)c1. Reaction SMILES: [CH3:10][N+:11]1([O-:12])[CH2:13][CH2:14][O:15][CH2:16][CH2:17]1.[CH3:21][C:22]#[N:23].[CH3:24][CH2:25][CH2:26][CH2:27][CH2:28][CH3:29].[Cl:18][CH2:19][Cl:20].[I:1][c:2]1[cH:3][c:4]([CH2:5][OH:6])[cH:7][cH:8][cH:9]1>>[I:1][c:2]1[cH:3][c:4]([CH:5]=[O:6])[cH:7][cH:8][cH:9]1. Starting materials: Nc1ccc(C(=O)N2CCN(Cc3ccc(C(O)(C(F)(F)F)C(F)(F)F)cc3)CC2)cc1OC(F)(F)F, C1COCCO1, O=C(Nc1ccncc1)Oc1ccccc1. The product is O=C(Nc1ccncc1)Nc1ccc(C(=O)N2CCN(Cc3ccc(C(O)(C(F)(F)F)C(F)(F)F)cc3)CC2)cc1OC(F)(F)F. RXN SMILES: [NH2:1][c:2]1[c:3]([O:33][C:34]([F:35])([F:36])[F:37])[cH:4][c:5]([C:8](=[O:9])[N:10]2[CH2:11][CH2:12][N:13]([CH2:16][c:17]3[cH:18][cH:19][c:20]([C:23]([C:24]([F:25])([F:26])[F:27])([C:28]([F:29])([F:30])[F:31])[OH:32])[cH:21][cH:22]3)[CH2:14][CH2:15]2)[cH:6][cH:7]1.[O:54]1[CH2:55][CH2:56][O:57][CH2:58][CH2:59]1.[n:38]1[cH:39][cH:40][c:41]([NH:44][C:45]([O:46][c:48]2[cH:49][cH:50][cH:51][cH:52][cH:53]2)=[O:47])[cH:42][cH:43]1>>[NH:1]([c:2]1[c:3]([O:33][C:34]([F:35])([F:36])[F:37])[cH:4][c:5]([C:8](=[O:9])[N:10]2[CH2:11][CH2:12][N:13]([CH2:16][c:17]3[cH:18][cH:19][c:20]([C:23]([C:24]([F:25])([F:26])[F:27])([C:28]([F:29])([F:30])[F:31])[OH:32])[cH:21][cH:22]3)[CH2:14][CH2:15]2)[cH:6][cH:7]1)[C:45]([NH:44][c:41]1[cH:40][cH:39][n:38][cH:43][cH:42]1)=[O:46]. The reactants are C([O-])(O)=O.[Na+] (sodium bicarbonate), [SiH](CC)(CC)CC (Et3SiH), B(F)(F)F.CCOCC (BF3.Et2O), C(C1=CC=CC=C1)OC1=CC(=C(C=C1Br)C(O)C1=CC=C(C=C1)CCOCOC)C ([4-(benzyloxy)-5-bromo-2-methylphenyl][4-[2-(methoxymethoxy)ethyl]phenyl]methanol). The solvent is C(Cl)(Cl)Cl (chloroform). Conditions: time 15 minute. Product: C(C1=CC=CC=C1)OC1=C(C=C(C(=C1)C)CC1=CC=C(C=C1)CCOCOC)Br (1-benzyloxy-2-bromo-5-methyl-4-[4-[2-(methoxymethoxy)ethyl]benzyl]benzene). Isolated yield 60.9%. RXN SMILES: [CH2:1]([O:8][C:9]1[C:14]([Br:15])=[CH:13][C:12]([CH:16]([C:18]2[CH:23]=[CH:22][C:21]([CH2:24][CH2:25][O:26][CH2:27][O:28][CH3:29])=[CH:20][CH:19]=2)O)=[C:11]([CH3:30])[CH:10]=1)[C:2]1[CH:7]=[CH:6][CH:5]=[CH:4][CH:3]=1.[SiH](CC)(CC)CC.B(F)(F)F.CCOCC.C(=O)(O)[O-].[Na+]>C(Cl)(Cl)Cl>[CH2:1]([O:8][C:9]1[CH:10]=[C:11]([CH3:30])[C:12]([CH2:16][C:18]2[CH:19]=[CH:20][C:21]([CH2:24][CH2:25][O:26][CH2:27][O:28][CH3:29])=[CH:22][CH:23]=2)=[CH:13][C:14]=1[Br:15])[C:2]1[CH:3]=[CH:4][CH:5]=[CH:6][CH:7]=1 |f:2.3,4.5|. Procedure: Then to a chloroform solution (1 L) of [4-(benzyloxy)-5-bromo-2-methylphenyl][4-[2-(methoxymethoxy)ethyl]phenyl]methanol (102 g) cooled in ice were added Et3SiH (46.7 mL, 0.293 mol) and BF3.Et2O (29.7 mL, 0.243 mol), and the mixture was stirred for 15 minutes at the same temperature. To the reaction solution cooled in ice was added a saturated sodium bicarbonate aqueous solution and warmed to room temperature. The resulting mixture was extracted with ethyl acetate, washed with brine, and then th... As a reaction SMILES: [Cl-:1].[CH2:2]1[C:10]2[N+:5](=[CH:6][CH:7]=[CH:8][CH:9]=2)[CH2:4][CH2:3]1.[CH3:11][N:12]1[C:20]2[C:15](=[CH:16][CH:17]=[CH:18][CH:19]=2)[C:14]([CH:21]=O)=[CH:13]1.N1CCCC1>C(O)(C)C>[Cl-:1].[CH3:11][N:12]1[C:20]2[C:15](=[CH:16][CH:17]=[CH:18][CH:19]=2)[C:14]([CH:21]=[C:2]2[C:10]3[N+:5](=[CH:6][CH:7]=[CH:8][CH:9]=3)[CH2:4][CH2:3]2)=[CH:13]1 |f:0.1,5.6|. Yields the product [Cl-].CN1C=C(C2=CC=CC=C12)C=C1CC[N+]2=CC=CC=C12 (1-[(1-Methyl-1H-indol-3-yl)methylene]-2,3-dihydro-1H-indolizinium chloride). The solvent is C(C)(C)O (isopropanol). Procedure: 1.55 g of 2,3-dihydro-1H-indolizinium chloride and 1.59 g of 1-methylindole-3-carboxaldehyde were suspended in 15 ml of isopropanol, in a 50 ml three-necked flask. The reaction mixture was heated at 80° C. and then 820 μl of pyrrolidine were introduced. The reaction mixture was immediately cooled to ambient temperature. The precipitate was filtered off, and washed with 2 times 30 ml of isopropanol before being dried under a strong vacuum in the presence of P2O5, until a constant weight was obtai... Run at temperature 80 celsius. Starting materials: [Cl-].C1CC[N+]2=CC=CC=C12 (2,3-dihydro-1H-indolizinium chloride), CN1C=C(C2=CC=CC=C12)C=O (1-methylindole-3-carboxaldehyde), N1CCCC1 (pyrrolidine).